Task: describe an organic reaction: reactants, conditions, products, and yield. Dataset: the Open Reaction Database (ORD), a public repository of structured organic reaction records Reactants: ClCC#N (chloroacetonitrile), [Na] (sodium), Cl.C(N)(=O)OC1CCNCC1 (4-carbamoyloxypiperidine hydrochloride). Solvent: CO (methanol). Conditions: time 1 hour. The product is Cl.C(N)(=O)OC1CCN(CC1)C(CCl)=N (2-(4-carbamoyloxypiperidin-1-yl)-2-iminoethylchloride hydrochloride). As a reaction SMILES: [Cl:1][CH2:2][C:3]#[N:4].[Na].Cl.[C:7]([O:10][CH:11]1[CH2:16][CH2:15][NH:14][CH2:13][CH2:12]1)(=[O:9])[NH2:8]>CO>[ClH:1].[C:7]([O:10][CH:11]1[CH2:16][CH2:15][N:14]([C:3](=[NH:4])[CH2:2][Cl:1])[CH2:13][CH2:12]1)(=[O:9])[NH2:8] |f:2.3,5.6,^1:4|. Procedure: 5.29 ml of chloroacetonitrile were added to a solution of 192 mg of metallic sodium in 80 ml of anhydrous methanol, and the mixture was stirred at room temperature for one hour. 15.10 g of 4-carbamoyloxypiperidine hydrochloride were than added, and the mixture was stirred for a further 2 hours. The reaction mixture was worked up in the same manner as in Example 1(1), giving 21.00 g of 2-(4-carbamoyloxypiperidin-1-yl)-2-iminoethylchloride hydrochloride. Reactants: ClC=1C=C(C=C(C1OCC1CC1)C1=CC=C(C=C1)C(F)(F)F)C(C(=O)OCC)CCOC (ethyl 2-(5-chloro-6-(cyclopropylmethoxy)-4′-(trifluoromethyl)biphenyl-3-yl)-4-methoxybutanoate), CO (methanol), O (water), O[Li].O (LiOH.H2O). Solvent: C1CCOC1 (THF). Run at time 2 hour. Product: ClC=1C=C(C=C(C1OCC1CC1)C1=CC=C(C=C1)C(F)(F)F)C(C(=O)O)CCOC (2-(5-chloro-6-(cyclopropylmethoxy)-4′-(trifluoromethyl)biphenyl-3-yl)-4-methoxybutanoic acid). Yield: 35.4%. As a reaction SMILES: [Cl:1][C:2]1[CH:3]=[C:4]([CH:23]([CH2:29][CH2:30][O:31][CH3:32])[C:24]([O:26]CC)=[O:25])[CH:5]=[C:6]([C:13]2[CH:18]=[CH:17][C:16]([C:19]([F:22])([F:21])[F:20])=[CH:15][CH:14]=2)[C:7]=1[O:8][CH2:9][CH:10]1[CH2:12][CH2:11]1.CO.O.O[Li].O>C1COCC1>[Cl:1][C:2]1[CH:3]=[C:4]([CH:23]([CH2:29][CH2:30][O:31][CH3:32])[C:24]([OH:26])=[O:25])[CH:5]=[C:6]([C:13]2[CH:14]=[CH:15][C:16]([C:19]([F:22])([F:21])[F:20])=[CH:17][CH:18]=2)[C:7]=1[O:8][CH2:9][CH:10]1[CH2:11][CH2:12]1 |f:3.4|. Reported procedure: To a stirred solution of ethyl 2-(5-chloro-6-(cyclopropylmethoxy)-4′-(trifluoromethyl)biphenyl-3-yl)-4-methoxybutanoate (0.3 g, 0.638 mmol) in a mixture of THF (10 mL), methanol (10 mL) and water (5 mL) was added LiOH.H2O (53 mg, 12.030 mmol) at room temperature and the mixture was stirred at RT for 2 h. After complete consumption of starting material as monitored by TLC, the reaction mixture was diluted with water (10 mL) and acidified using 1 N HCl at 0° C. The aqueous layer was extracted with...